Dataset: the Open Reaction Database (ORD), a public repository of structured organic reaction records. Task: describe an organic reaction: reactants, conditions, products, and yield Reactants: C(C)[NH+](CC)CC.ClC1=CC(=C(C=C1)N1N=C(N=C1CCl)C(=O)[O-])C(C1=CC=C(C=C1)OC)=O (1-[4-chloro-2-(4-methoxybenzoyl)phenyl]-5-chloromethyl-1H-1,2,4-triazole-3-carboxylic acid triethylammonium salt), O1CCCC1 (tetrahydrofuran), C(OCC)(=O)Cl (ethyl chlorocarbonate), N1CCOCC1 (morpholine), O1CCCC1 (tetrahydrofuran), ice-salt. Solvent: O (water). Conditions: time 5 minute. Product: ClC1=CC(=C(C=C1)N1N=C(N=C1CCl)C(=O)N1CCOCC1)C(C1=CC=C(C=C1)OC)=O (1-[4-chloro-2-(4-methoxybenzoyl)phenyl]-5-chloromethyl-3-morpholinocarbonyl-1H-1,2,4-triazole). RXN SMILES: C([NH+](CC)CC)C.[Cl:8][C:9]1[CH:14]=[CH:13][C:12]([N:15]2[C:19]([CH2:20][Cl:21])=[N:18][C:17]([C:22]([O-])=[O:23])=[N:16]2)=[C:11]([C:25](=[O:34])[C:26]2[CH:31]=[CH:30][C:29]([O:32][CH3:33])=[CH:28][CH:27]=2)[CH:10]=1.O1CCCC1.C(Cl)(=O)OCC.[NH:46]1[CH2:51][CH2:50][O:49][CH2:48][CH2:47]1>O>[Cl:8][C:9]1[CH:14]=[CH:13][C:12]([N:15]2[C:19]([CH2:20][Cl:21])=[N:18][C:17]([C:22]([N:46]3[CH2:51][CH2:50][O:49][CH2:48][CH2:47]3)=[O:23])=[N:16]2)=[C:11]([C:25](=[O:34])[C:26]2[CH:27]=[CH:28][C:29]([O:32][CH3:33])=[CH:30][CH:31]=2)[CH:10]=1 |f:0.1|. Procedure: To a stirred suspension of 5.07 parts of 1-[4-chloro-2-(4-methoxybenzoyl)phenyl]-5-chloromethyl-1H-1,2,4-triazole-3-carboxylic acid triethylammonium salt in 60 volume parts of dry tetrahydrofuran, 1.0 volume part of ethyl chlorocarbonate is added under cooling with ice-salt. After 5 minutes a solution of 2.6 volume parts of morpholine in 3 volume parts of dry tetrahydrofuran is added to the mixture. After stirring for an additional 5 minutes the reaction mixture is diluted with water and concent... Reactants: N1=CC(=CC=C1)C=O (3-pyridinecarboxaldehyde), C1CCOC1 (THF), 1-triphenylphosphononyl bromide, C1CCOC1 (THF), [Li]CCCC (n-BuLi), CN(C)P(=O)(N(C)C)N(C)C (HMPA), O (Water). Conditions: temperature -78 celsius, time 5 minute. Product: C(=CCCCCCCCC)C=1C=NC=CC1 (3-(1-Decenyl)pyridine). As a reaction SMILES: [Li][CH2:2][CH2:3][CH2:4][CH3:5].[CH3:6][N:7](P(N(C)C)(N(C)C)=O)[CH3:8].N1[CH:22]=[CH:21][CH:20]=[C:19]([CH:23]=O)C=1.O.[CH2:26]1[CH2:30]O[CH2:28][CH2:27]1>>[CH:19]([C:20]1[CH:6]=[N:7][CH:8]=[CH:22][CH:21]=1)=[CH:23][CH2:5][CH2:4][CH2:3][CH2:2][CH2:30][CH2:26][CH2:27][CH3:28]. Reported procedure: A solution of 40 g (7.3 mmol) of 1-triphenylphosphononyl bromide dissolved in 20 ml of THF was cooled to -78° C. and 2.0 ml (2.6M in hexane, 5.2 mmol) of n-BuLi was added dropwise. This was followed by the dropwise addition of 4.5 ml (5.5. eq., 26 mmol) of HMPA. The solution was stirred for 5 minutes. Then a solution of 500 mg (4.70 mmol) of 3-pyridinecarboxaldehyde in 10 ml THF was added. The resulting solution was warmed to room temperature and stirred for 2 hours. Water was added to the react... Reactants: CCCCc1cc(C(=O)OCC)n[nH]1, Cl, [Na+], C1COCCO1, [OH-]. Yields the product CCCCc1cc(C(=O)O)n[nH]1. Reaction SMILES: [CH2:1]([CH3:2])[O:3][C:4](=[O:5])[c:6]1[n:7][nH:8][c:9]([CH2:11][CH2:12][CH2:13][CH3:14])[cH:10]1.[ClH:17].[Na+:16].[O:18]1[CH2:19][CH2:20][O:21][CH2:22][CH2:23]1.[OH-:15]>>[O:3]=[C:4]([OH:5])[c:6]1[n:7][nH:8][c:9]([CH2:11][CH2:12][CH2:13][CH3:14])[cH:10]1.